The task is: describe an organic reaction: reactants, conditions, products, and yield. This data is from the Open Reaction Database (ORD), a public repository of structured organic reaction records. Starting materials: FC(C1=CC(=C(N)C=C1Cl)[N+](=O)[O-])(F)F (4-trifluoromethyl-5-chloro-2-nitro-aniline), Cl.FC(C1CCNCC1)(F)F (4-trifluoromethyl-piperidine hydrochloride), C(=O)([O-])[O-].[K+].[K+] (K2CO3). Run in CN1CCCC1=O (NMP). The product is FC(C1=CC(=C(N)C=C1N1CCC(CC1)C(F)(F)F)[N+](=O)[O-])(F)F (4-Trifluoromethyl-2-nitro-5-(4-trifluoromethyl-piperidin-1-yl)aniline). RXN SMILES: [F:1][C:2]([F:15])([F:14])[C:3]1[C:9](Cl)=[CH:8][C:6]([NH2:7])=[C:5]([N+:11]([O-:13])=[O:12])[CH:4]=1.Cl.[F:17][C:18]([F:26])([F:25])[CH:19]1[CH2:24][CH2:23][NH:22][CH2:21][CH2:20]1.C([O-])([O-])=O.[K+].[K+]>CN1C(=O)CCC1>[F:1][C:2]([F:15])([F:14])[C:3]1[C:9]([N:22]2[CH2:23][CH2:24][CH:19]([C:18]([F:26])([F:25])[F:17])[CH2:20][CH2:21]2)=[CH:8][C:6]([NH2:7])=[C:5]([N+:11]([O-:13])=[O:12])[CH:4]=1 |f:1.2,3.4.5|. Reported procedure: The sub-title compound was prepared from 4-trifluoromethyl-5-chloro-2-nitro-aniline (100 mg, 0.42 mmol), 4-trifluoromethyl-piperidine hydrochloride (394 mg, 2.1 mmol) and K2CO3 (600 mg, 4.4 mmol) in NMP (2 mL) in analogy to example 3, step (a). The reactants are OC(C)C1=CC=C(C(=O)[O-])C=C1 (4-(1-hydroxyethyl)benzoate), C1(=CC=CC=C1)P(C1=CC=CC=C1)C1=CC=CC=C1 (triphenylphosphine), C1(=CC=CC=C1O)C (o-cresol), CC(C)OC(=O)/N=N/C(=O)OC(C)C (diisopropylazodicarboxylate). Run in O1CCCC1 (tetrahydrofuran). Conditions: time 30 minute. Yields the product C1(=C(C=CC=C1)OC(C)C1=CC=C(C(=O)OC)C=C1)C (methyl 4-(1-(o-tolyloxy)ethyl)benzoate). Yield: 33.4%. RXN SMILES: [OH:1][CH:2]([C:4]1[CH:12]=[CH:11][C:7]([C:8]([O-:10])=[O:9])=[CH:6][CH:5]=1)[CH3:3].[C:13]1(P(C2C=CC=CC=2)C2C=CC=CC=2)C=CC=CC=1.[C:32]1([CH3:39])[C:37](O)=[CH:36][CH:35]=[CH:34][CH:33]=1.CC(OC(/N=N/C(OC(C)C)=O)=O)C>O1CCCC1>[C:32]1([CH3:39])[CH:37]=[CH:36][CH:35]=[CH:34][C:33]=1[O:1][CH:2]([C:4]1[CH:12]=[CH:11][C:7]([C:8]([O:10][CH3:13])=[O:9])=[CH:6][CH:5]=1)[CH3:3]. Procedure: To the solution of 4-(1-hydroxyethyl)benzoate (300 mg. 1.67 mmol) in tetrahydrofuran (50 mL) was added triphenylphosphine (570 mg, 2.2 mmol) and o-cresol (180 mg, 1.67 mmol), the mixture was stirred for 30 minutes at room temperature, then diisopropylazodicarboxylate (568.3 mg, 2.2 mmol) was added dropwise to the solution at 0° C., the mixture was stirred at room temperature for 12 hours. Then the mixture was concentrated and purified by column chromatography (silica gel, Petroleum ether/ethyl a...